From a dataset of the Open Reaction Database (ORD), a public repository of structured organic reaction records. describe an organic reaction: reactants, conditions, products, and yield Reactants: CCO, Nc1ccc(OCCBr)cc1[N+](=O)[O-]. Yields the product Nc1ccc(OCCBr)cc1N. Reaction SMILES: [CH3:15][CH2:16][OH:17].[NH2:1][c:2]1[c:3]([N+:12]([O-:13])=[O:14])[cH:4][c:5]([O:6][CH2:7][CH2:8][Br:9])[cH:10][cH:11]1>>[NH2:1][c:2]1[c:3]([NH2:12])[cH:4][c:5]([O:6][CH2:7][CH2:8][Br:9])[cH:10][cH:11]1. Starting materials: CO, C=Cc1cccc2c1OCCN(C(=O)OC(C)(C)C)C2. The product is CCc1cccc2c1OCCN(C(=O)OC(C)(C)C)C2. As a reaction SMILES: [CH3:21][OH:22].[CH:1](=[CH2:2])[c:3]1[cH:4][cH:5][cH:6][c:7]2[c:13]1[O:12][CH2:11][CH2:10][N:9]([C:14](=[O:15])[O:16][C:17]([CH3:18])([CH3:19])[CH3:20])[CH2:8]2>>[CH2:1]([CH3:2])[c:3]1[cH:4][cH:5][cH:6][c:7]2[c:13]1[O:12][CH2:11][CH2:10][N:9]([C:14](=[O:15])[O:16][C:17]([CH3:18])([CH3:19])[CH3:20])[CH2:8]2.